From a dataset of the Open Reaction Database (ORD), a public repository of structured organic reaction records. describe an organic reaction: reactants, conditions, products, and yield The reactants are ClC1=NC2=CC(=CC=C2C(=C1)OC)C1=NC=CC=C1C(F)(F)F (2-chloro-4-methoxy-7-[3-(trifluoromethyl)pyridin-2-yl]quinoline), C(=O)[O-].[NH4+] (ammonium formate). The reagents and catalysts are [Pd] (palladium on carbon). Solvent: CO (methanol). The product is COC1=CC=NC2=CC(=CC=C12)C1=NC=CC=C1C(F)(F)F (4-Methoxy-7-[3-(trifluoromethyl)pyridin-2-yl]quinoline). Reaction SMILES: Cl[C:2]1[CH:11]=[C:10]([O:12][CH3:13])[C:9]2[C:4](=[CH:5][C:6]([C:14]3[C:19]([C:20]([F:23])([F:22])[F:21])=[CH:18][CH:17]=[CH:16][N:15]=3)=[CH:7][CH:8]=2)[N:3]=1.C([O-])=O.[NH4+]>[Pd].CO>[CH3:13][O:12][C:10]1[C:9]2[C:4](=[CH:5][C:6]([C:14]3[C:19]([C:20]([F:23])([F:21])[F:22])=[CH:18][CH:17]=[CH:16][N:15]=3)=[CH:7][CH:8]=2)[N:3]=[CH:2][CH:11]=1 |f:1.2|. Procedure: Stir a mixture of 2-chloro-4-methoxy-7-[3-(trifluoromethyl)pyridin-2-yl]quinoline (111 mg), ammonium formate (190 mg), 10% palladium on carbon (30 mg) in methanol (10 mL) at room temperature for 2 hours. Cool, filter through Celite and evaporate to give the title compound. Starting materials: ClS(=O)(=O)O (chlorosulfonic acid), CC1=NN(C=C1)C1=NC=CC=C1 (3-methyl-1-(2-pyridyl)pyrazole). Run in C(Cl)(Cl)Cl (chloroform). Reaction conditions: temperature 60 celsius, time 3 hour. Product: CC1=NN(C=C1S(=O)(=O)Cl)C1=NC=CC=C1 (3-methyl-1-(2-pyridyl)pyrazole-4-sulfonylchloride). Reaction SMILES: [Cl:1][S:2]([OH:5])(=O)=[O:3].[CH3:6][C:7]1[CH:11]=[CH:10][N:9]([C:12]2[CH:17]=[CH:16][CH:15]=[CH:14][N:13]=2)[N:8]=1>C(Cl)(Cl)Cl>[CH3:6][C:7]1[C:11]([S:2]([Cl:1])(=[O:5])=[O:3])=[CH:10][N:9]([C:12]2[CH:17]=[CH:16][CH:15]=[CH:14][N:13]=2)[N:8]=1. Reported procedure: To 30 ml of chlorosulfonic acid contained in 60 ml of chloroform, 30 g of 3-methyl-1-(2-pyridyl)pyrazole was added dropwise under ice-cooling, followed by stirring at 60° C. for 3 hours. To a residue obtained by evaporating chloroform under reduced pressure, 30 ml of thionyl chloride was added dropwise at about 60° C. over a period of 1 hour. After the addition, the reaction mixture was stirred at 95° C. for 30 minutes while heating under reflux. After cooling, it was poured into ice water and e...